Dataset: the Open Reaction Database (ORD), a public repository of structured organic reaction records. Task: describe an organic reaction: reactants, conditions, products, and yield Reactants: NC=1C(=NC(=CN1)C1=CNCCC1)C1=CC(=C(C(=O)OC)C=C1)F (methyl 4-(3-amino-6-(1,4,5,6-tetrahydropyridin-3-yl)pyrazin-2-yl)-2-fluorobenzoate). Reagents/catalysts: [Pd] (Pd/C). The solvent is CO (MeOH). Conditions: time 24 hour. The product is NC=1C(=NC(=CN1)C1CNCCC1)C1=CC(=C(C(=O)OC)C=C1)F (methyl 4-(3-amino-6-(piperidin-3-yl)pyrazin-2-yl)-2-fluorobenzoate). Reaction SMILES: [NH2:1][C:2]1[C:3]([C:14]2[CH:23]=[CH:22][C:17]([C:18]([O:20][CH3:21])=[O:19])=[C:16]([F:24])[CH:15]=2)=[N:4][C:5]([C:8]2[CH2:13][CH2:12][CH2:11][NH:10][CH:9]=2)=[CH:6][N:7]=1>CO.[Pd]>[NH2:1][C:2]1[C:3]([C:14]2[CH:23]=[CH:22][C:17]([C:18]([O:20][CH3:21])=[O:19])=[C:16]([F:24])[CH:15]=2)=[N:4][C:5]([CH:8]2[CH2:13][CH2:12][CH2:11][NH:10][CH2:9]2)=[CH:6][N:7]=1. Reported procedure: To methyl 4-(3-amino-6-(1,4,5,6-tetrahydropyridin-3-yl)pyrazin-2-yl)-2-fluorobenzoate (115 mg, 0.350 mmol) in MeOH (10 mL) was added Pd/C (93 mg, 0.088 mmol). The reaction mixture was stirred at room temperature for 24 h under H2 balloon. The reaction mixture was filtered through Celite and washed with DCM. The filtrate was evaporated and dried to yield the desired product. The crude product was proceeded for the next step (115 mg, 95%). LCMS (m/z): 331.2 (MH+), 0.492 min. Starting materials: C(C)(C)N(CC#CCNC(=O)C12CC3CC(CC(C1)C3)C2)CCC2=C(C=CC=C2)OC (adamantane-1-carboxylic acid (4-{isopropyl-[2-(2-methoxyphenyl)ethyl]amino}but-2-ynyl)amide), C(CN)N (ethylenediamine), [BH4-].[Na+] (sodium borohydride). Reagents/catalysts: O.O.O.O.O.O.[Ni](Cl)Cl (nickel chloride hexahydrate). Solvent: C(C)O (ethanol). Reaction conditions: time 10 hour. Yields the product C(C)(C)N(CC=CCNC(=O)C12CC3CC(CC(C1)C3)C2)CCC2=C(C=CC=C2)OC (Adamantane-1-carboxylic acid (4-{isopropyl-[2-(2-methoxy-phenyl)ethyl]amino}but-2-enyl)amide). Yield: 79.6%. As a reaction SMILES: [CH:1]([N:4]([CH2:22][CH2:23][C:24]1[CH:29]=[CH:28][CH:27]=[CH:26][C:25]=1[O:30][CH3:31])[CH2:5][C:6]#[C:7][CH2:8][NH:9][C:10]([C:12]12[CH2:21][CH:16]3[CH2:17][CH:18]([CH2:20][CH:14]([CH2:15]3)[CH2:13]1)[CH2:19]2)=[O:11])([CH3:3])[CH3:2].C(N)CN.[BH4-].[Na+]>C(O)C.O.O.O.O.O.O.[Ni](Cl)Cl>[CH:1]([N:4]([CH2:22][CH2:23][C:24]1[CH:29]=[CH:28][CH:27]=[CH:26][C:25]=1[O:30][CH3:31])[CH2:5][CH:6]=[CH:7][CH2:8][NH:9][C:10]([C:12]12[CH2:21][CH:16]3[CH2:15][CH:14]([CH2:20][CH:18]([CH2:17]3)[CH2:19]1)[CH2:13]2)=[O:11])([CH3:3])[CH3:2] |f:2.3,5.6.7.8.9.10.11|. Procedure details: A mixture of adamantane-1-carboxylic acid (4-{isopropyl-[2-(2-methoxyphenyl)ethyl]amino}but-2-ynyl)amide, (90 mg, 0.21 mmol), nickel chloride hexahydrate (60 mg, 0.25 mmol), ethylenediamine (0.15 ml, 0.25 mmol) and sodium borohydride (0.25 ml 1N solution in EtOH, 0.25 mmol) in 5 ml ethanol was stirred at ambient temperature for 10 h. The mixture was filtered, the solvent removed and the residue taken up in methylene chloride and washed with water. Evaporation of the solvent gave 71 mg of an oil. Reactants: C1(NN=C2COC3=C(N21)C=CC=C3)=O (2,4-dihydro-1H-[1,2,4]triazolo[3,4-c][1,4]benzoxazin-1-one), subtitled intermediate, [H-].[Na+] (sodium hydride), BrCCCCl (1-bromo-3-chloropropane). Solvent: CN(C=O)C (N,N-dimethylformamide). Product: ClCCCN1N=C2COC3=C(N2C1=O)C=CC=C3 (2-(3-Chloropropyl)-2,4-dihydro-1H-[1,2,4]triazolo[3,4-c][1,4]benzoxazin-1-one). Reaction SMILES: [C:1]1(=[O:14])[N:9]2[C:4]([CH2:5][O:6][C:7]3[CH:13]=[CH:12][CH:11]=[CH:10][C:8]=32)=[N:3][NH:2]1.[H-].[Na+].Br[CH2:18][CH2:19][CH2:20][Cl:21]>CN(C)C=O>[Cl:21][CH2:20][CH2:19][CH2:18][N:2]1[C:1](=[O:14])[N:9]2[C:4]([CH2:5][O:6][C:7]3[CH:13]=[CH:12][CH:11]=[CH:10][C:8]=32)=[N:3]1 |f:1.2|. Procedure details: A solution of 2,4-dihydro-1H-[1,2,4]triazolo[3,4-c][1,4]benzoxazin-1-one, from step 3 above (14.0 g., 0.074 mole), in 500 ml. of N,N-dimethylformamide (DMF) under a nitrogen atmosphere was treated with 3.91 g. (0.081 mole) of a 50% mineral oil suspension of sodium hydride and warmed on a steam bath for 0.5 hour. The resulting mixture was cooled in an ice bath, treated dropwise with 8.68 ml. (0.081 mole) of 1-bromo-3-chloropropane, and the resulting mixture was stirred 18 hours at room temperatur... Starting materials: O=C([O-])[O-], Clc1ccc(C2NSCCC2c2cccc(Cl)c2)cc1, [Cs+], [Cs+], CC(C)I, CN(C)C=O, O. Yields the product CC(C)N1SCCC(c2cccc(Cl)c2)C1c1ccc(Cl)cc1. Reaction SMILES: [C:21](=[O:22])([O-:23])[O-:24].[Cl:1][c:2]1[cH:3][c:4]([CH:8]2[CH:9]([c:14]3[cH:15][cH:16][c:17]([Cl:20])[cH:18][cH:19]3)[NH:10][S:11][CH2:12][CH2:13]2)[cH:5][cH:6][cH:7]1.[Cs+:25].[Cs+:26].[I:27][CH:28]([CH3:29])[CH3:30].[O:31]=[CH:32][N:33]([CH3:34])[CH3:35].[OH2:36]>>[Cl:1][c:2]1[cH:3][c:4]([CH:8]2[CH:9]([c:14]3[cH:15][cH:16][c:17]([Cl:20])[cH:18][cH:19]3)[N:10]([CH:28]([CH3:29])[CH3:30])[S:11][CH2:12][CH2:13]2)[cH:5][cH:6][cH:7]1. The reactants are COC(=O)c1ccc(Cl)c(-n2ccnc(Br)c2=O)c1, CCN(C(C)C)C(C)C, CC(C)(N)c1ccccc1OCc1ccccc1, Cc1ccccc1, O. Product: COC(=O)c1ccc(Cl)c(-n2ccnc(NC(C)(C)c3ccccc3OCc3ccccc3)c2=O)c1. As a reaction SMILES: [Br:1][c:2]1[c:3](=[O:19])[n:4](-[c:8]2[cH:9][c:10]([C:11](=[O:12])[O:13][CH3:14])[cH:15][cH:16][c:17]2[Cl:18])[cH:5][cH:6][n:7]1.[CH2:20]([N:21]([CH:22]([CH3:23])[CH3:24])[CH:25]([CH3:26])[CH3:27])[CH3:28].[CH2:29]([c:30]1[cH:31][cH:32][cH:33][cH:34][cH:35]1)[O:36][c:37]1[c:38]([C:43]([CH3:44])([CH3:45])[NH2:46])[cH:39][cH:40][cH:41][cH:42]1.[CH3:47][c:48]1[cH:49][cH:50][cH:51][cH:52][cH:53]1.[OH2:54]>>[c:2]1([NH:46][C:43]([c:38]2[c:37]([O:36][CH2:29][c:30]3[cH:31][cH:32][cH:33][cH:34][cH:35]3)[cH:42][cH:41][cH:40][cH:39]2)([CH3:44])[CH3:45])[c:3](=[O:19])[n:4](-[c:8]2[cH:9][c:10]([C:11](=[O:12])[O:13][CH3:14])[cH:15][cH:16][c:17]2[Cl:18])[cH:5][cH:6][n:7]1. Starting materials: C=1C=CC(=CC1)P(=O)(C=2C=CC=CC2)N=[N+]=[N-] (DPPA), C1(CC1)C#CCO (3-Cyclopropyl-prop-2-yn-1-ol), C1CCC2=NCCCN2CC1 (DBU). Solvent: CCCCCC (hexane), C(Cl)Cl (CH2Cl2), C1(=CC=CC=C1)C (toluene). Run at time 1 hour. Product: C1(CC1)C#CCN=[N+]=[N-] (3-Cyclopropyl-prop-2-ynylazide). As a reaction SMILES: [CH:1]1([C:4]#[C:5][CH2:6]O)[CH2:3][CH2:2]1.C1C=CC(P([N:22]=[N+:23]=[N-:24])(C2C=CC=CC=2)=O)=CC=1.C1CCN2C(=NCCC2)CC1>C1(C)C=CC=CC=1.CCCCCC.C(Cl)Cl>[CH:1]1([C:4]#[C:5][CH2:6][N:22]=[N+:23]=[N-:24])[CH2:3][CH2:2]1. Procedure details: 3-Cyclopropyl-prop-2-yn-1-ol (3.28 g, 34.1 mmol) was dissolved in 40 mL toluene, DPPA (11.26 g, 40.9 mmol) was added, followed with DBU (6.24 g, 40.9 mmol) while maintaining temperature with a water bath. The mixture was stirred at room temperature for one hour and was diluted with 100 mL hexane and 15 mL CH2Cl2. The mixture was washed with water four times and once with brine, dried over Na2SO4, filtered and concentrated under rotovap with cold water bath to remove most of organic solvent leavi... Reactants: C1CCOC1, C1CSCSC1, COCCBr, [Li]CCCC. The product is COCCC1SCCCS1. RXN SMILES: [CH2:17]1[O:18][CH2:19][CH2:20][CH2:21]1.[CH2:1]1[CH2:2][S:3][CH2:4][S:5][CH2:6]1.[CH3:12][O:13][CH2:14][CH2:15][Br:16].[CH3:7][CH2:8][CH2:9][CH2:10][Li:11]>>[CH2:1]1[CH2:2][S:3][CH:4]([CH2:15][CH2:14][O:13][CH3:12])[S:5][CH2:6]1. Reactants: [Ag+], CC(=O)C(Cc1ccc(S(C)(=O)=O)cc1)C(=O)SC(C)(C)C, COCCOC, O=C([O-])C(F)(F)F, Nc1cc(O)ccc1Cl. Yields the product CC(=O)C(Cc1ccc(S(C)(=O)=O)cc1)C(=O)Nc1cc(O)ccc1Cl. Reaction SMILES: [Ag+:45].[C:10]([S:11][C:15]([CH:16]([C:17]([CH3:18])=[O:19])[CH2:20][c:21]1[cH:22][cH:23][c:24]([S:27](=[O:28])(=[O:29])[CH3:30])[cH:25][cH:26]1)=[O:31])([CH3:12])([CH3:13])[CH3:14].[CH3:32][O:33][CH2:34][CH2:35][O:36][CH3:37].[F:38][C:39]([F:40])([F:41])[C:42]([O-:43])=[O:44].[NH2:1][c:2]1[cH:3][c:4]([OH:9])[cH:5][cH:6][c:7]1[Cl:8]>>[NH:1]([c:2]1[cH:3][c:4]([OH:9])[cH:5][cH:6][c:7]1[Cl:8])[C:15]([CH:16]([C:17]([CH3:18])=[O:19])[CH2:20][c:21]1[cH:22][cH:23][c:24]([S:27](=[O:28])(=[O:29])[CH3:30])[cH:25][cH:26]1)=[O:31]. Reactants: COC1=C(/C=C/C(C2=CC(=C(C=C2)OC)OS(=O)(=O)C2=CC=C(C=C2)C)S(=O)(=O)C(C2=CC(=C(C=C2)OC)OS(=O)(=O)C2=CC=C(C=C2)C)\C=C\C2=C(C=C(C=C2OC)OC)OC)C(=CC(=C1)OC)OC ((E)-2,4,6-Trimethoxystyryl-3-[(p-Toluenesulfonyl)oxy]-4-Methoxy-benzyl Sulfone), [OH-].[Na+] (sodium hydroxide), Cl (HCl). Run in CO (methanol). Product: COC1=C(/C=C/C(C2=CC(=C(C=C2)OC)O)S(=O)(=O)C(C2=CC(=C(C=C2)OC)O)\C=C\C2=C(C=C(C=C2OC)OC)OC)C(=CC(=C1)OC)OC ((E)-2,4,6-Trimethoxystyryl-3-Hydroxy-4-Methoxybenzyl Sulfone). Yield: 95.0%. Reaction SMILES: [CH3:1][O:2][C:3]1[CH:67]=[C:66]([O:68][CH3:69])[CH:65]=[C:64]([O:70][CH3:71])[C:4]=1/[CH:5]=[CH:6]/[CH:7]([S:27]([CH:30](/[CH:50]=[CH:51]/[C:52]1[C:57]([O:58][CH3:59])=[CH:56][C:55]([O:60][CH3:61])=[CH:54][C:53]=1[O:62][CH3:63])[C:31]1[CH:36]=[CH:35][C:34]([O:37][CH3:38])=[C:33]([O:39]S(C2C=CC(C)=CC=2)(=O)=O)[CH:32]=1)(=[O:29])=[O:28])[C:8]1[CH:13]=[CH:12][C:11]([O:14][CH3:15])=[C:10]([O:16]S(C2C=CC(C)=CC=2)(=O)=O)[CH:9]=1.[OH-].[Na+].Cl>CO>[CH3:71][O:70][C:64]1[CH:65]=[C:66]([O:68][CH3:69])[CH:67]=[C:3]([O:2][CH3:1])[C:4]=1/[CH:5]=[CH:6]/[CH:7]([S:27]([CH:30](/[CH:50]=[CH:51]/[C:52]1[C:53]([O:62][CH3:63])=[CH:54][C:55]([O:60][CH3:61])=[CH:56][C:57]=1[O:58][CH3:59])[C:31]1[CH:36]=[CH:35][C:34]([O:37][CH3:38])=[C:33]([OH:39])[CH:32]=1)(=[O:29])=[O:28])[C:8]1[CH:13]=[CH:12][C:11]([O:14][CH3:15])=[C:10]([OH:16])[CH:9]=1 |f:1.2|. Procedure details: A mixture of (E)-2,4,6-Trimethoxystyryl-3-[(p-Toluenesulfonyl)oxy]-4-methoxy-benzyl sulfones 26, (5.0 g, 9.1 mmol), 50 mL (20%) sodium hydroxide solution and methanol (50 mL) were taken in a round bottomed flask and refluxed until the reaction mixture is clear without any turbidity (3-4 h). The progress of the reaction was monitored by TLC. The reaction mixture was cooled to room temperature and neutralized with cold dilute HCl solution. The precipitate separated after neutralization was filtere...